This data is from the Open Reaction Database (ORD), a public repository of structured organic reaction records. The task is: describe an organic reaction: reactants, conditions, products, and yield Reactants: BrCc1ccccc1, CCO, [K+], [K+], O=C([O-])[O-], CC(O)Cn1nc2c3c(cc(O)cc31)CCC2. Yields the product CC(O)Cn1nc2c3c(cc(OCc4ccccc4)cc31)CCC2. RXN SMILES: [Br:24][CH2:25][c:26]1[cH:27][cH:28][cH:29][cH:30][cH:31]1.[CH3:32][CH2:33][OH:34].[K+:18].[K+:19].[O-:20][C:21]([O-:22])=[O:23].[OH:1][CH:2]([CH2:3][n:4]1[n:5][c:6]2[c:11]3[c:10]([cH:15][c:14]([OH:16])[cH:13][c:12]13)[CH2:9][CH2:8][CH2:7]2)[CH3:17]>>[OH:1][CH:2]([CH2:3][n:4]1[n:5][c:6]2[c:11]3[c:10]([cH:15][c:14]([O:16][CH2:25][c:26]4[cH:27][cH:28][cH:29][cH:30][cH:31]4)[cH:13][c:12]13)[CH2:9][CH2:8][CH2:7]2)[CH3:17]. Starting materials: N1(C)C(=O)N(C)C=2N=CN(C2C1=O)CC(N)=NO (2-(theophyllin-7-yl)-acetamidoxime), N1(C)C(=O)N(C)C=2N=CN(C2C1=O)CC(=O)Cl (theophyllin-7-yl-acetyl chloride), C (charcoal), C[O-].[Na+] (sodium methylate). The solvent is CN(C=O)C (dimethyl-formamide), CN(C=O)C (dimethylformamide). The product is N1(C)C(=O)N(C)C=2N=CN(C2C1=O)CC1N(OC(=N1)N1C=NC=2N(C(N(C)C(C12)=O)=O)C)C (3-(theophyllin-7-yl-methyl)-5-(theophylline-7-yl)-methyl-1,2,4-oxadiazole). RXN SMILES: [N:1]1([C:12](=[O:13])[C:11]2[N:10]([CH2:14][C:15](=[N:17][OH:18])[NH2:16])[CH:9]=[N:8][C:7]=2[N:5]([CH3:6])[C:3]1=[O:4])[CH3:2].[CH3:19][O-].[Na+].[N:22]1([C:33](=[O:34])[C:32]2[N:31]([CH2:35]C(Cl)=O)[CH:30]=[N:29][C:28]=2[N:26]([CH3:27])[C:24]1=[O:25])[CH3:23].C>CN(C)C=O>[N:1]1([C:12](=[O:13])[C:11]2[N:10]([CH2:14][CH:15]3[N:16]=[C:35]([N:31]4[C:32]5[C:33](=[O:34])[N:22]([CH3:23])[C:24](=[O:25])[N:26]([CH3:27])[C:28]=5[N:29]=[CH:30]4)[O:18][N:17]3[CH3:19])[CH:9]=[N:8][C:7]=2[N:5]([CH3:6])[C:3]1=[O:4])[CH3:2] |f:1.2|. Procedure details: 5.04 g. of 2-(theophyllin-7-yl)-acetamidoxime and 1.08 g. of sodium methylate are suspended in 60 cm3 dimethylformamide whereafter a solution of 5.13 g. of theophyllin-7-yl-acetyl chloride in 25 cm3 of dimethyl-formamide is added dropwise within 15 minutes. The mixture is heated for 1 hour and after adding a small amount of activated charcoal it is filtered while hot and the filtrate is evaporated at reduced pressure. The residue is dissolved in 100 cm3 0.1N sodium hydrogen carbonate solution wh... The reactants are NCCN1CCC(Nc2nc3cncnc3n2Cc2ccc(F)cc2)CC1, C1CCOC1, S=C=S. Yields the product Fc1ccc(Cn2c(NC3CCN(CCN=C=S)CC3)nc3cncnc32)cc1. RXN SMILES: [NH2:4][CH2:5][CH2:6][N:7]1[CH2:8][CH2:9][CH:10]([NH:13][c:14]2[n:15]([CH2:23][c:24]3[cH:25][cH:26][c:27]([F:30])[cH:28][cH:29]3)[c:16]3[n:17][cH:18][n:19][cH:20][c:21]3[n:22]2)[CH2:11][CH2:12]1.[O:31]1[CH2:32][CH2:33][CH2:34][CH2:35]1.[S:1]=[C:2]=[S:3]>>[C:2](=[S:3])=[N:4][CH2:5][CH2:6][N:7]1[CH2:8][CH2:9][CH:10]([NH:13][c:14]2[n:15]([CH2:23][c:24]3[cH:25][cH:26][c:27]([F:30])[cH:28][cH:29]3)[c:16]3[n:17][cH:18][n:19][cH:20][c:21]3[n:22]2)[CH2:11][CH2:12]1. As a reaction SMILES: [Cl:1][C:2]1[CH:3]=[CH:4][C:5]([N:16]2[C:20]([CH3:21])=[CH:19][N:18]=[C:17]2[CH2:22]O)=[C:6]([CH:15]=1)[C:7]([C:9]1[CH:14]=[CH:13][CH:12]=[CH:11][CH:10]=1)=[O:8].[C:24]1(=[O:34])[NH:28][C:27](=[O:29])[C:26]2=[CH:30][CH:31]=[CH:32][CH:33]=[C:25]12.C1(P(C2C=CC=CC=2)C2C=CC=CC=2)C=CC=CC=1.N(C(OCC)=O)=NC(OCC)=O>>[Cl:1][C:2]1[CH:3]=[CH:4][C:5]([N:16]2[C:20]([CH3:21])=[CH:19][N:18]=[C:17]2[CH2:22][N:28]2[C:24](=[O:34])[C:25]3=[CH:33][CH:32]=[CH:31][CH:30]=[C:26]3[C:27]2=[O:29])=[C:6]([CH:15]=1)[C:7]([C:9]1[CH:10]=[CH:11][CH:12]=[CH:13][CH:14]=1)=[O:8]. The reactants are C1(C=2C(C(N1)=O)=CC=CC2)=O (phthalimide), C1(=CC=CC=C1)P(C1=CC=CC=C1)C1=CC=CC=C1 (triphenylphosphine), N(=NC(=O)OCC)C(=O)OCC (diethyl azodicarboxylate), ClC=1C=CC(=C(C(=O)C2=CC=CC=C2)C1)N1C(=NC=C1C)CO (5-chloro-2-[5-methyl-2-(hydroxymethyl)imidazol-1-yl]benzophenone). The product is ClC=1C=CC(=C(C(=O)C2=CC=CC=C2)C1)N1C(=NC=C1C)CN1C(C=2C(C1=O)=CC=CC2)=O (5-chloro-2-[5-methyl-2-(phthalimidomethyl)imidazol-1-yl]benzophenone). Procedure: In the manner given in Example 17, 5-chloro-2-[5-methyl-2-(hydroxymethyl)imidazol-1-yl]benzophenone is treated with phthalimide and triphenylphosphine and finally with diethyl azodicarboxylate to give 5-chloro-2-[5-methyl-2-(phthalimidomethyl)imidazol-1-yl]benzophenone. The reactants are BrC=1C(=NC=CC1C)CO (3-bromo-2-hydroxymethyl-4-methylpyridine), Cl.NCCS (cysteamine hydrochloride). Solvent: Br (hydrobromic acid). The product is Br.Br.BrC=1C(=NC=CC1C)CSCCN (2-(3-bromo-4-methyl-2-pyridylmethylthio)ethylamine dihydrobromide). As a reaction SMILES: [Br:1][C:2]1[C:3]([CH2:9]O)=[N:4][CH:5]=[CH:6][C:7]=1[CH3:8].Cl.[NH2:12][CH2:13][CH2:14][SH:15]>Br>[BrH:1].[BrH:1].[Br:1][C:2]1[C:3]([CH2:9][S:15][CH2:14][CH2:13][NH2:12])=[N:4][CH:5]=[CH:6][C:7]=1[CH3:8] |f:1.2,4.5.6|. Procedure: A mixture of 3-bromo-2-hydroxymethyl-4-methylpyridine (5.8), cysteamine hydrochloride (3.5 g) and hydrobromic acid (48%, 50 ml) was refluxed for 6 hours and evaporated to dryness. The residue was crystallised from isopropanol/methanol to give 2-(3-bromo-4-methyl-2-pyridylmethylthio)ethylamine dihydrobromide (8.5 g) m.p. 203°-205°. Starting materials: CC1C(C(C(C(O1)OP(=O)(O)OP(=O)(O)OCC2C(C(C(O2)N3C=NC4=C3NC(=NC4=O)N)O)O)O)O)O (GDP-fucose), C(C(=O)C)(=O)[O-] (pyruvate), O=C[C@@H](O)[C@H](O)[C@H](O)[C@@H](O)C (fucose), C=C(C(=O)O)OP(=O)(O)O (Phosphoenolpyruvic acid), P(O)(=O)(OP(=O)(O)OP(=O)(O)O)OC[C@@H]1[C@H]([C@H]([C@@H](O1)N1C=NC=2C(N)=NC=NC12)O)O (ATP), P(O)(=O)(OP(=O)(O)OP(=O)(O)O)OC[C@@H]1[C@H]([C@H]([C@@H](O1)N1C=NC=2C(=O)NC(N)=NC12)O)O (GTP), [Mg+2].[Cl-].[Cl-] (MgCl2), C(C(CO)(CO)N)O.Cl (Tris-HCl). The product is C[C@H]1[C@H]([C@H]([C@@H]([C@@H](O1)O[C@@H]2[C@H]([C@H]([C@H](O[C@H]2O[C@@H]3[C@H]([C@@H](O[C@@H]([C@H]3O)CO)O)NC(=O)C)CO)O)O)O)O)O (Globo H). The yield is 94.0%. As a reaction SMILES: [O:1]=[CH:2][C@H:3]([C@@H:5]([C@@H:7]([C@H:9]([CH3:11])O)[OH:8])[OH:6])[OH:4].C=C(OP(O)(O)=O)[C:14](O)=[O:15].P([O:34][CH2:35][C@H:36]1[O:40][C@@H:39]([N:41]2[C:50]3N=CN=C(N)[C:44]=3N=C2)[C@H:38]([OH:51])[C@@H:37]1[OH:52])(OP(OP(O)(O)=O)(O)=O)(=O)O.P(OC[C@H]1O[C@@H](N2C3N=C(N)NC(=O)C=3N=C2)[C@H](O)[C@@H]1O)(OP(OP(O)(O)=O)(O)=O)(=O)[OH:54].[Mg+2].[Cl-].[Cl-].C(O)C(N)(CO)CO.Cl.[CH3:97][CH:98]1[O:103][CH:102]([O:104]P(OP(OCC2OC(N3C4NC(N)=NC(=O)C=4N=C3)C(O)C2O)(O)=O)(O)=O)[CH:101]([OH:132])[CH:100]([OH:133])[CH:99]1[OH:134].C([O-])(=O)C(C)=O>>[CH3:97][C@@H:98]1[O:103][C@@H:102]([O:104][C@H:9]2[C@H:11]([O:51][C@H:38]3[C@H:37]([OH:52])[C@@H:36]([CH2:35][OH:34])[O:40][C@@H:14]([OH:15])[C@@H:39]3[NH:41][C:50]([CH3:44])=[O:54])[O:4][C@H:3]([CH2:2][OH:1])[C@H:5]([OH:6])[C@@H:7]2[OH:8])[C@@H:101]([OH:132])[C@H:100]([OH:133])[C@@H:99]1[OH:134] |f:4.5.6,7.8|. Reported procedure: 5 mmol Gb5 with linker, 5 mmol fucose, 12 mmol Phosphoenolpyruvic acid (PEP), 0.25 mmol ATP, 0.25 mmol GTP with 10 mM MgCl2 were added into 100 mM Tris-HCl buffer (pH 7.5). The reaction was initiated by addition suitable amount of α-1,2-fucosyltransferase, L-fucokinase/GDP-fucose pyrophosphorylase (FKP), pyruvate kinase (PK) and pyrophosphatase (PPA). The flask was placed into an incubator at 16˜50° C. with gentle shaking. The reaction was monitored by TLC. More enzymes are added if the reaction...